Dataset: the Open Reaction Database (ORD), a public repository of structured organic reaction records. Task: describe an organic reaction: reactants, conditions, products, and yield The reactants are [PH3]=O (Phosphine Oxide), C[C@H](CCCC(C)C)[C@H]1CC[C@@H]2[C@@]1(CCCC2=O)C (Grundmann's Ketone), C1CCOC1 (THF), C(C)(=O)OCC (Ethyl acetate), [Li]C=1C=CC=CC1 (PhLi), C1CCOC1 (THF). Conditions: temperature -78 celsius, time 18 hour. The product is C[C@H](CCCC(C)(C)O)[C@H]1CC[C@@H]\2[C@@]1(CCC/C2=C\C=C3C[C@H](C[C@@H](C3)O)O)C (19-nor-vitamin D). As a reaction SMILES: [PH3]=[O:2].[Li]C1C=CC=[CH:8][CH:9]=1.[CH3:10][C@@H:11]([C@@H:18]1[C@@:22]2([CH3:28])[CH2:23][CH2:24][CH2:25][C:26](=O)[C@@H:21]2[CH2:20][CH2:19]1)[CH2:12][CH2:13][CH2:14][CH:15]([CH3:17])[CH3:16].C([O:32][CH2:33][CH3:34])(=O)C.[CH2:35]1[CH2:39][O:38][CH2:37][CH2:36]1>>[CH3:10][C@@H:11]([C@@H:18]1[C@@:22]2([CH3:28])[CH2:23][CH2:24][CH2:25]/[C:26](=[CH:8]\[CH:9]=[C:35]3[CH2:36][C@@H:37]([OH:38])[CH2:34][C@H:33]([OH:32])[CH2:39]3)/[C@@H:21]2[CH2:20][CH2:19]1)[CH2:12][CH2:13][CH2:14][C:15]([OH:2])([CH3:17])[CH3:16]. Procedure: To a solution of phosphine oxide 5 (13 mg, 0.0218 mmol) in anhydrous THF (130 μL) at 0° C. was slowly added PhLi (18 μL, 0.0327 mmol) under argon with stirring. The solution turned deep orange. The mixture was cooled to −78° C. and a precooled (—78° C.) solution of protected hydroxy ketone 4 (8.5 mg, 0.0262 mmol) in anhydrous THF (170 μL) was slowly added. The mixture was stirred at −78° C. for 2 h 30 min and then at 0° C. for 18 h. Ethyl acetate was added and the organic phase was washed with b... The reactants are Cl.N1(CCNCC1)CCC1=CC2=C(C(OC2)=O)C=C1 (5-[2-(piperazin-1-yl)ethyl]-2-benzofuran-1(3H)-one hydrochloride), N1(N=NN=C1)C1=CC=C(C=N1)CC=O ([6-(1H-tetrazol-1-yl)pyridin-3-yl]acetaldehyde). Product: N1(N=NN=C1)C1=CC=C(C=N1)CCN1CCN(CC1)CCC=1C=C2COC(C2=CC1)=O (5-[2-[4-[2-[6-(Tetrazol-1-yl)-3-pyridyl]ethyl]piperazin-1-yl]ethyl]-3H-isobenzofuran-1-one). RXN SMILES: Cl.[N:2]1([CH2:8][CH2:9][C:10]2[CH:19]=[CH:18][C:13]3[C:14](=[O:17])[O:15][CH2:16][C:12]=3[CH:11]=2)[CH2:7][CH2:6][NH:5][CH2:4][CH2:3]1.[N:20]1([C:25]2[N:30]=[CH:29][C:28]([CH2:31][CH:32]=O)=[CH:27][CH:26]=2)[CH:24]=[N:23][N:22]=[N:21]1>>[N:20]1([C:25]2[N:30]=[CH:29][C:28]([CH2:31][CH2:32][N:5]3[CH2:6][CH2:7][N:2]([CH2:8][CH2:9][C:10]4[CH:11]=[C:12]5[C:13](=[CH:18][CH:19]=4)[C:14](=[O:17])[O:15][CH2:16]5)[CH2:3][CH2:4]3)=[CH:27][CH:26]=2)[CH:24]=[N:23][N:22]=[N:21]1 |f:0.1|. Reported procedure: 5-[2-[4-[2-[6-(Tetrazol-1-yl)-3-pyridyl]ethyl]piperazin-1-yl]ethyl]-3H-isobenzofuran-1-one was prepared in a similar fashion to that described for the synthesis of Example 38 starting from 5-[2-(piperazin-1-yl)ethyl]-2-benzofuran-1(3H)-one hydrochloride and [6-(1H-tetrazol-1-yl)pyridin-3-yl]acetaldehyde. LC-MS (IE, m/z): 392.0 [(M+1)+−28]. (0.91 μM)